Dataset: the Open Reaction Database (ORD), a public repository of structured organic reaction records. Task: describe an organic reaction: reactants, conditions, products, and yield The product is COCCNCCC(=O)OC(C)(C)C (tert-butyl 3-(2-methoxyethylamino)-propionate). Conditions: time 3 hour. Reported procedure: tert-Butyl acrylate (4.4 ml) is dissolved in methanol (5 ml), and thereto is added 2-methoxyethylamine (3.1 ml). The mixture is stirred at room temperature for 3 hours. The reaction solution is concentrated under reduced pressure. The resulting residue is purified by distillation under reduced pressure to give tert-butyl 3-(2-methoxyethylamino)-propionate (4.61 g). Boiling point 98.0-102.0° C. (5.8 mmHg), MS (m/z): 204 [M+H]+. Reaction SMILES: [C:1]([O:5][C:6]([CH3:9])([CH3:8])[CH3:7])(=[O:4])[CH:2]=[CH2:3].[CH3:10][O:11][CH2:12][CH2:13][NH2:14]>CO>[CH3:10][O:11][CH2:12][CH2:13][NH:14][CH2:3][CH2:2][C:1]([O:5][C:6]([CH3:9])([CH3:8])[CH3:7])=[O:4]. The solvent is CO (methanol). Reactants: C(C=C)(=O)OC(C)(C)C (tert-Butyl acrylate), COCCN (2-methoxyethylamine). Starting materials: CC=CC1(C(=O)OCC)CCC(NS(=O)(=O)c2ccc(C(F)(F)F)cc2)CC1, ClCCl, OO[O-]. Product: CCOC(=O)C1(C=O)CCC(NS(=O)(=O)c2ccc(C(F)(F)F)cc2)CC1. As a reaction SMILES: [CH2:1]([CH3:2])[O:3][C:4](=[O:5])[C:6]1([CH:26]=[CH:27][CH3:28])[CH2:7][CH2:8][CH:9]([NH:12][S:13](=[O:14])(=[O:15])[c:16]2[cH:17][cH:18][c:19]([C:22]([F:23])([F:24])[F:25])[cH:20][cH:21]2)[CH2:10][CH2:11]1.[Cl:32][CH2:33][Cl:34].[O:29][O:30][O-:31]>>[CH2:1]([CH3:2])[O:3][C:4](=[O:5])[C:6]1([CH:26]=[O:30])[CH2:7][CH2:8][CH:9]([NH:12][S:13](=[O:14])(=[O:15])[c:16]2[cH:17][cH:18][c:19]([C:22]([F:23])([F:24])[F:25])[cH:20][cH:21]2)[CH2:10][CH2:11]1. Starting materials: ClC1=C(C(=C(C(=N1)C#N)Cl)Cl)Cl (tetrachloropicolinonitrile), NN (hydrazine), Cl (hydrogen chloride), ClC=1C(=NC(=C(C1NN)Cl)Cl)C(=O)O (3,5,6-trichloro-4-hydrazinopicolinic acid). Yields the product ClC=1C(=NC(=C(C1NN)Cl)Cl)C#N (3,5,6-trichloro-4-hydrazinopicolinonitrile). Reaction SMILES: [Cl:1][C:2]1[C:3]([C:12](O)=O)=[N:4][C:5]([Cl:11])=[C:6]([Cl:10])[C:7]=1[NH:8][NH2:9].ClC1[N:21]=C(C#N)C(Cl)=C(Cl)C=1Cl.NN.Cl>>[Cl:1][C:2]1[C:3]([C:12]#[N:21])=[N:4][C:5]([Cl:11])=[C:6]([Cl:10])[C:7]=1[NH:8][NH2:9]. Procedure details: The 3,5,6-trichloro-4-hydrazinopicolinic acid can be prepared in a variety of ways. In one such method, tetrachloropicolinonitrile is reacted with hydrazine in the presence of a reaction medium and hydrogen chloride acceptor. The 3,5,6-trichloro-4-hydrazinopicolinonitrile product thus formed is reacted with an acid hydrolysis agent to prepare 3,5,6-trichloro-4-hydrazinopicolinic acid. Reactants: ClC=1C=C2C(C(NC2=CC1)=O)(NC)C1=C(C=CC=C1)Cl (5-chloro-3-(2-chlorophenyl)-1,3-dihydro-3-(methylamino)indol-2-one), [N+](=O)([O-])C1=CC=C(C=C1)S(=O)(=O)Cl (4-nitrobenzenesulfonyl chloride). Solvent: C(Cl)Cl (DCM). Product: ClC=1C=C2C(C(N(C2=CC1)S(=O)(=O)C1=CC=C(C=C1)[N+](=O)[O-])=O)(NC)C1=C(C=CC=C1)Cl (5-Chloro-3-(2-chlorophenyl)-1,3-dihydro-3-(methylamino)-1-(4-nitrobenzenesulfonyl)indol-2-one). Yield: 68.9%. RXN SMILES: [Cl:1][C:2]1[CH:3]=[C:4]2[C:8](=[CH:9][CH:10]=1)[NH:7][C:6](=[O:11])[C:5]2([C:14]1[CH:19]=[CH:18][CH:17]=[CH:16][C:15]=1[Cl:20])[NH:12][CH3:13].[N+:21]([C:24]1[CH:29]=[CH:28][C:27]([S:30](Cl)(=[O:32])=[O:31])=[CH:26][CH:25]=1)([O-:23])=[O:22]>C(Cl)Cl>[Cl:1][C:2]1[CH:3]=[C:4]2[C:8](=[CH:9][CH:10]=1)[N:7]([S:30]([C:27]1[CH:26]=[CH:25][C:24]([N+:21]([O-:23])=[O:22])=[CH:29][CH:28]=1)(=[O:31])=[O:32])[C:6](=[O:11])[C:5]2([C:14]1[CH:19]=[CH:18][CH:17]=[CH:16][C:15]=1[Cl:20])[NH:12][CH3:13]. Reported procedure: This compound is prepared according to the procedure described in EXAMPLE 11 from 7.03 g of 5-chloro-3-(2-chlorophenyl)-1,3-dihydro-3-(methylamino)indol-2-one and 5.73 g of 4-nitrobenzenesulfonyl chloride. Chromatography on silica using DCM as the eluent gives 7.76 g of the expected product after crystallization from iso ether. M.p.=220°-221° C. Reactants: [OH-].[Na+] (Sodium hydroxide), C(CCC)NC(C1=C(C=C(C=C1)C#N)C)=O (N-butyl-4-cyano-2-methyl-benzamide), C(C)O (ethanol). The product is C(CCC)NC(C1=C(C=C(C(=O)O)C=C1)C)=O (N-butyl-3-methyl-terephthalamic acid). RXN SMILES: [OH-:1].[Na+].[CH2:3]([NH:7][C:8](=[O:18])[C:9]1[CH:14]=[CH:13]C(C#N)=[CH:11][C:10]=1[CH3:17])[CH2:4][CH2:5][CH3:6].[CH2:19]([OH:21])[CH3:20]>>[CH2:3]([NH:7][C:8](=[O:18])[C:9]1[CH:14]=[CH:13][C:20]([C:19]([OH:1])=[O:21])=[CH:11][C:10]=1[CH3:17])[CH2:4][CH2:5][CH3:6] |f:0.1|. Reported procedure: Sodium hydroxide (4.080 g, 102 mmol) was added at ambient temperature to a solution of N-butyl-4-cyano-2-methyl-benzamide (0.919 g, 4.25 mmol) (Example I2) in ethanol (10 ml). The reaction mixture was heated to reflux for 3 hours. The reaction mixture was cooled to ambient temperature and concentrated. The residue was diluted with water and acidified by addition of aqueous hydrochloric acid (concentrated). The precipitate was isolated by filtration and dried at 80° C. for 16 hours to give N-buty... The reactants are [BH4-], COc1cc(C=NCC(OC)OC)cc(OC)c1OC, CO, [Na+]. Product: COc1cc(CNCC(OC)OC)cc(OC)c1OC. Reaction SMILES: [BH4-:21].[CH3:1][O:2][c:3]1[cH:4][c:5]([CH:6]=[N:7][CH2:8][CH:9]([O:10][CH3:11])[O:12][CH3:13])[cH:14][c:15]([O:19][CH3:20])[c:16]1[O:17][CH3:18].[CH3:23][OH:24].[Na+:22]>>[CH3:1][O:2][c:3]1[cH:4][c:5]([CH2:6][NH:7][CH2:8][CH:9]([O:10][CH3:11])[O:12][CH3:13])[cH:14][c:15]([O:19][CH3:20])[c:16]1[O:17][CH3:18]. The reactants are CC(=CBr)c1ccc(Cl)cc1Cl, Cc1ccc2[nH]c3c(c2c1)CCN(C)CC3, [Cu]I, CN(C)C=O, O=C(O)C1CCCN1. The product is CC(=Cn1c2c(c3cc(C)ccc31)CCN(C)CC2)c1ccc(Cl)cc1Cl. Reaction SMILES: [Br:17][CH:18]=[C:19]([CH3:20])[c:21]1[c:22]([Cl:28])[cH:23][c:24]([Cl:27])[cH:25][cH:26]1.[CH3:1][N:2]1[CH2:3][CH2:4][c:5]2[nH:6][c:7]3[cH:8][cH:9][c:10]([CH3:16])[cH:11][c:12]3[c:13]2[CH2:14][CH2:15]1.[Cu:42][I:43].[O:37]=[CH:38][N:39]([CH3:40])[CH3:41].[OH:29][C:30]([CH:31]1[NH:32][CH2:33][CH2:34][CH2:35]1)=[O:36]>>[CH3:1][N:2]1[CH2:3][CH2:4][c:5]2[n:6]([CH:18]=[C:19]([CH3:20])[c:21]3[c:22]([Cl:28])[cH:23][c:24]([Cl:27])[cH:25][cH:26]3)[c:7]3[cH:8][cH:9][c:10]([CH3:16])[cH:11][c:12]3[c:13]2[CH2:14][CH2:15]1. Reactants: [BH4-], CNc1ccc(CN2CCN(C(=O)OC(C)(C)C)C(C)C2)cc1, Cc1cc(N)ccc1CN1CCN(C(=O)OC(C)(C)C)C(C)C1, [Na+]. Product: CNc1ccc(CN2CCN(C(=O)OC(C)(C)C)C(C)C2)c(C)c1. RXN SMILES: [BH4-:47].[CH3:24][CH:25]1[CH2:26][N:27]([CH2:28][c:29]2[cH:30][cH:31][c:32]([NH:33][CH3:34])[cH:35][cH:36]2)[CH2:37][CH2:38][N:39]1[C:40]([O:41][C:42]([CH3:43])([CH3:44])[CH3:45])=[O:46].[NH2:1][c:2]1[cH:3][c:4]([CH3:23])[c:5]([CH2:8][N:9]2[CH2:10][CH:11]([CH3:22])[N:12]([C:15](=[O:16])[O:17][C:18]([CH3:19])([CH3:20])[CH3:21])[CH2:13][CH2:14]2)[cH:6][cH:7]1.[Na+:48]>>[NH:1]([c:2]1[cH:3][c:4]([CH3:23])[c:5]([CH2:8][N:9]2[CH2:10][CH:11]([CH3:22])[N:12]([C:15](=[O:16])[O:17][C:18]([CH3:19])([CH3:20])[CH3:21])[CH2:13][CH2:14]2)[cH:6][cH:7]1)[CH3:24]. Starting materials: O=CC1=CC(OC)=C(O)C=C1 (vanillin), C(=O)([O-])[O-].[K+].[K+] (K2CO3), BrCCCCl (1-bromo-3-chloropropane), O (water), solid. Solvent: CC(=O)C (acetone), CC(=O)C (acetone). The product is ClCCCOC1=C(C=C(C=O)C=C1)OC (4-(3-chloropropoxy)-3-methoxybenzaldehyde). The yield is 5.9%. Reaction SMILES: [O:1]=[CH:2][C:3]1[CH:11]=[CH:10][C:8]([OH:9])=[C:5]([O:6][CH3:7])[CH:4]=1.C([O-])([O-])=O.[K+].[K+].Br[CH2:19][CH2:20][CH2:21][Cl:22].O>CC(C)=O>[Cl:22][CH2:21][CH2:20][CH2:19][O:9][C:8]1[CH:10]=[CH:11][C:3]([CH:2]=[O:1])=[CH:4][C:5]=1[O:6][CH3:7] |f:1.2.3|. Procedure details: A mixture of vanillin (30.4 g, 200 mmol), K2CO3 (27.6 g) and acetone (150 ml) was stirred and refluxed for 0.5 hours. Heating was removed and 1-bromo-3-chloropropane (40.8 g, 260 mmol) in acetone was added dropwise. The reaction was stirred and refluxed for 16 hours, and then it was poured into water. The aqueous mixture was extracted with diethyl ether, the extract was dried (MgSO4), and the solution was concentrated to afford an oil, which upon evacuation solidified to a white solid (50.2 g). ...